Dataset: the Open Reaction Database (ORD), a public repository of structured organic reaction records. Task: describe an organic reaction: reactants, conditions, products, and yield Starting materials: SC=1C=C(C(=O)O)C=CC1O (3-Mercapto-4-Hydroxybenzoic acid), C1(=CC=CC=C1)C (toluene), Ice, B(F)(F)F.CCOCC (boron trifluoride etherate). Run in CC(=O)C (acetone). Conditions: time 4 hour. Product: C(=O)(O)C=1C=CC2=C(SC(O2)(C)C)C1 (5-Carboxy-2,2-Dimethyl-1,3-Benzoxathiole). Reaction SMILES: [SH:1][C:2]1[CH:3]=[C:4]([CH:8]=[CH:9][C:10]=1[OH:11])[C:5]([OH:7])=[O:6].B(F)(F)F.CCOCC.[C:21]1(C)[CH:26]=CC=C[CH:22]=1>CC(C)=O>[C:5]([C:4]1[CH:8]=[CH:9][C:10]2[O:11][C:21]([CH3:26])([CH3:22])[S:1][C:2]=2[CH:3]=1)([OH:7])=[O:6] |f:1.2|. Procedure details: 16 g of 3-mercapto-4-hydroxybenzoic acid (III) was dissolved in a mixture of 300 ml of toluene and 50 ml of acetone. 50 ml of boron trifluoride etherate was added and the mixture was stirred at room temperature for 4 hours. Ice (50 g) was added and the mixture was stirred for a further 1 hour. The organic layer was separated, washed with brine, dried with magnesium sulfate and evaporated to leave a solid residue. The residue was recrystallized from aqueous methanol to yield 15 g of 5-carboxy-2,2... Starting materials: BrC=1C=C2C=CC(=NC2=CC1)CCN1[C@@H](CCC1)C (6-bromo-2-{2-[(2R)-2-methyl-1-pyrrolidinyl]ethyl}quinoline), C(CCC)[Li] (n-butyllithium), FC=1C=C(C(=O)N(C)OC)C=CC1 (3-fluoro-N-methoxy-N-methylbenzamide). Solvent: C1CCOC1 (THF), C1CCOC1 (THF). The product is FC=1C=C(C=CC1)C(=O)C=1C=C2C=CC(=NC2=CC1)CCN1[C@@H](CCC1)C ((3-fluorophenyl)(2-{2[(2R)-2-methyl-1-pyrrolidinyl]ethyl}-6-quinolinyl)methanone). RXN SMILES: Br[C:2]1[CH:3]=[C:4]2[C:9](=[CH:10][CH:11]=1)[N:8]=[C:7]([CH2:12][CH2:13][N:14]1[CH2:18][CH2:17][CH2:16][C@H:15]1[CH3:19])[CH:6]=[CH:5]2.C([Li])CCC.[F:25][C:26]1[CH:27]=[C:28]([CH:35]=[CH:36][CH:37]=1)[C:29](N(OC)C)=[O:30]>C1COCC1>[F:25][C:26]1[CH:27]=[C:28]([C:29]([C:2]2[CH:3]=[C:4]3[C:9](=[CH:10][CH:11]=2)[N:8]=[C:7]([CH2:12][CH2:13][N:14]2[CH2:18][CH2:17][CH2:16][C@H:15]2[CH3:19])[CH:6]=[CH:5]3)=[O:30])[CH:35]=[CH:36][CH:37]=1. Reported procedure: The product from Example 42D (320 mg, 1.0 mmol) in THF (10 mL) was treated with 2.5M n-butyllithium (0.5 mL, 1.25 mmol) at −78° C. The solution was mixed for 15 min, and treated with a solution of 3-fluoro-N-methoxy-N-methylbenzamide (2.0 mmol) in THF (5.0 mL) at −78° C. The mixture was allowed to warm to room temperature overnight, quenched by 1 mL ethanol, concentrated, and diluted with ethyl acetate. The mixture was washed with 5% NaHCO3 (25 mL×3), 25% brine (25 mL), dried over Na2SO4, filter... Starting materials: Cl.N[C@@H]1CC[C@H](CC1)NC(=O)C1=C(NC2=C1N=CN=C2C2=C(C=CC=1OCOC12)OCC1CC1)C (N-(trans-4-aminocyclohexyl)-4-[5-(cyclopropylmethoxy)-1,3-benzodioxol-4-yl]-6-methyl-5H-pyrrolo[3,2-d]pyrimidine-7-carboxamide hydrochloride), C(C)(=O)Cl (acetyl chloride). The product is C(C)(=O)N[C@@H]1CC[C@H](CC1)NC(=O)C1=C(NC2=C1N=CN=C2C2=C(C=CC=1OCOC12)OCC1CC1)C (N-(trans-4-acetamidocyclohexyl)-4-[5-(cyclopropylmethoxy)-1,3-benzodioxol-4-yl]-6-methyl-5H-pyrrolo[3,2-d]pyrimidine-7-carboxamide). Reaction SMILES: Cl.[NH2:2][C@H:3]1[CH2:8][CH2:7][C@H:6]([NH:9][C:10]([C:12]2[C:16]3[N:17]=[CH:18][N:19]=[C:20]([C:21]4[C:29]5[O:28][CH2:27][O:26][C:25]=5[CH:24]=[CH:23][C:22]=4[O:30][CH2:31][CH:32]4[CH2:34][CH2:33]4)[C:15]=3[NH:14][C:13]=2[CH3:35])=[O:11])[CH2:5][CH2:4]1.[C:36](Cl)(=[O:38])[CH3:37]>>[C:36]([NH:2][C@H:3]1[CH2:8][CH2:7][C@H:6]([NH:9][C:10]([C:12]2[C:16]3[N:17]=[CH:18][N:19]=[C:20]([C:21]4[C:29]5[O:28][CH2:27][O:26][C:25]=5[CH:24]=[CH:23][C:22]=4[O:30][CH2:31][CH:32]4[CH2:34][CH2:33]4)[C:15]=3[NH:14][C:13]=2[CH3:35])=[O:11])[CH2:5][CH2:4]1)(=[O:38])[CH3:37] |f:0.1|. Reported procedure: Starting from N-(trans-4-aminocyclohexyl)-4-[5-(cyclopropylmethoxy)-1,3-benzodioxol-4-yl]-6-methyl-5H-pyrrolo[3,2-d]pyrimidine-7-carboxamide hydrochloride (example D.f2) and commercially available acetyl chloride the title compound is obtained as colorless solid.